This data is from the Open Reaction Database (ORD), a public repository of structured organic reaction records. The task is: describe an organic reaction: reactants, conditions, products, and yield The reactants are O (water), O1CCOCC1 (dioxane), C(C)(C)(C)OC(COC1=CC(=CC=C1)CN(CC1=CC=C(C=C1)C1=NC=CC=N1)S(=O)(=O)C=1N=CN(C1)C)=O ((3-(((1-methyl-1H-imidazole-4-sulfonyl)-(4-pyrimidin-2-yl-benzyl)-amino)-methyl)-phenoxy)-acetic acid tert-butyl ester), Cl (HCl). Solvent: C(C)OCC (diethyl ether). Conditions: time 20 minute. Yields the product CN1C=NC(=C1)S(=O)(=O)N(CC1=CC=C(C=C1)C1=NC=CC=N1)CC=1C=C(OCC(=O)O)C=CC1.Cl ((3-(((1-Methyl-1H-imidazole-4-sulfonyl)-(4-pyrimidin-2-yl-benzyl)-amino)-methyl)-phenoxy)-acetic acid•HCl). Reaction SMILES: C([O:5][C:6](=[O:39])[CH2:7][O:8][C:9]1[CH:14]=[CH:13][CH:12]=[C:11]([CH2:15][N:16]([S:30]([C:33]2[N:34]=[CH:35][N:36]([CH3:38])[CH:37]=2)(=[O:32])=[O:31])[CH2:17][C:18]2[CH:23]=[CH:22][C:21]([C:24]3[N:29]=[CH:28][CH:27]=[CH:26][N:25]=3)=[CH:20][CH:19]=2)[CH:10]=1)(C)(C)C.O.O1CCOCC1.[ClH:47]>C(OCC)C>[CH3:38][N:36]1[CH:37]=[C:33]([S:30]([N:16]([CH2:15][C:11]2[CH:10]=[C:9]([CH:14]=[CH:13][CH:12]=2)[O:8][CH2:7][C:6]([OH:39])=[O:5])[CH2:17][C:18]2[CH:19]=[CH:20][C:21]([C:24]3[N:25]=[CH:26][CH:27]=[CH:28][N:29]=3)=[CH:22][CH:23]=2)(=[O:31])=[O:32])[N:34]=[CH:35]1.[ClH:47] |f:5.6|. Procedure details: A solution of (3-(((1-methyl-1H-imidazole-4-sulfonyl)-(4-pyrimidin-2-yl-benzyl)-amino)-methyl)-phenoxy)-acetic acid tert-butyl ester prepared of Example 10, Step B (0.094 g, 0.17 mmol) in 1N HCl in diethyl ether was stirred for 20 minutes as a precipitate formed. To the mixture was added 1 mL water and 1 mL dioxane and the reaction was stirred for 3 hours. The solvent was removed in vacuo, azeotroping with ethanol to yield the title compound as a solid (54 mg). 1H NMR (400 MHz, CD3OD) δ 9.09 (m,... The product is C(=O)C=1C=C(C=CC1)C1=C(C=C(C=C1OCOC)OCOC)CC(=O)OC (methyl 2-(3-formylphenyl)-3,5-bis(methoxymethoxy)phenylacetate). Procedure details: Methyl 2-bromo-3,5-bis(methoxymethoxy)phenylacetate (630 mg, 1.8 mmol)-obtained in the step 2 in Example 1 was dissolved in a mixed solvent of 1,2-dimethoxyethane (10 mL) and water (2 mL), and in an argon atmosphere, 3-formylphenylboronic acid (400 mg, 2.7 mmol), bis(tri-o-tolylphosphine)palladium(II) dichloride (140 mg, 0.17 mmol) and cesium carbonate (1.1 g, 7.2 mmol) were added thereto, and stirred under heat for 10 hours. The reaction mixture was cooled to room temperature, then filtered, an... The reactants are C(=O)C=1C=C(C=CC1)B(O)O (3-formylphenylboronic acid), C([O-])([O-])=O.[Cs+].[Cs+] (cesium carbonate), BrC1=C(C=C(C=C1OCOC)OCOC)CC(=O)OC (Methyl 2-bromo-3,5-bis(methoxymethoxy)phenylacetate). Isolated yield 74.2%. Reaction SMILES: Br[C:2]1[C:7]([O:8][CH2:9][O:10][CH3:11])=[CH:6][C:5]([O:12][CH2:13][O:14][CH3:15])=[CH:4][C:3]=1[CH2:16][C:17]([O:19][CH3:20])=[O:18].[CH:21]([C:23]1[CH:24]=[C:25](B(O)O)[CH:26]=[CH:27][CH:28]=1)=[O:22].C(=O)([O-])[O-].[Cs+].[Cs+]>COCCOC.O.CC1C=CC=CC=1[P](C1C=CC=CC=1C)([Pd](Cl)(Cl)[P](C1=C(C)C=CC=C1)(C1C=CC=CC=1C)C1C=CC=CC=1C)C1C=CC=CC=1C>[CH:21]([C:23]1[CH:28]=[C:27]([C:2]2[C:7]([O:8][CH2:9][O:10][CH3:11])=[CH:6][C:5]([O:12][CH2:13][O:14][CH3:15])=[CH:4][C:3]=2[CH2:16][C:17]([O:19][CH3:20])=[O:18])[CH:26]=[CH:25][CH:24]=1)=[O:22] |f:2.3.4,^1:51,62|. Reagents/catalysts: CC1=C([P](C2=C(C)C=CC=C2)([Pd]([P](C3=C(C)C=CC=C3)(C4=C(C)C=CC=C4)C(C=CC=C5)=C5C)(Cl)Cl)C6=C(C)C=CC=C6)C=CC=C1 (bis(tri-o-tolylphosphine)palladium(II) dichloride). The solvent is COCCOC (1,2-dimethoxyethane), O (water).